Dataset: the Open Reaction Database (ORD), a public repository of structured organic reaction records. Task: describe an organic reaction: reactants, conditions, products, and yield Reactants: C1(=CC=CC=C1)C=1N=C(C2=CC=CC=C2C1)CCC(=O)OCC (ethyl 3-phenyl-1-isoquinolinepropionate). Run in C(C)NCC (diethylamine). Yields the product C(C)N(C(CCC1=NC(=CC2=CC=CC=C12)C1=CC=CC=C1)=O)CC (N,N-Diethyl-3-phenyl-1-isoquinolinepropanamide). Isolated yield 42.2%. Reaction SMILES: [C:1]1([C:7]2[N:8]=[C:9]([CH2:17][CH2:18][C:19]([O:21]CC)=O)[C:10]3[C:15]([CH:16]=2)=[CH:14][CH:13]=[CH:12][CH:11]=3)[CH:6]=[CH:5][CH:4]=[CH:3][CH:2]=1>C(NCC)C>[CH2:7]([N:8]([CH2:9][CH3:10])[C:19](=[O:21])[CH2:18][CH2:17][C:9]1[C:10]2[C:15](=[CH:14][CH:13]=[CH:12][CH:11]=2)[CH:16]=[C:7]([C:1]2[CH:6]=[CH:5][CH:4]=[CH:3][CH:2]=2)[N:8]=1)[CH3:1]. Reported procedure: The procedure is as in Example 1, starting with ethyl 3-phenyl-1-isoquinolinepropionate (6.1 g) and diethylamine (30 cc). The crude product is purified by means of 4 successive chromatographic separations on silica gel, using a cyclohexane/ethyl acetate (7:3 by volume) mixture as eluant. N,N-Diethyl-3-phenyl-1-isoquinolinepropanamide (1.4 g), m.p. 58° C., is obtained. The reactants are CN1C(CC[C@@]2(C3=C(CC[C@@H]12)C=C(C=C3)S)C)=O ((+)-(4aR)-(10bR)-4-methyl-8-mercapto-10b-methyl-1,2,3,4,4a,-5,6,10b-octahydrobenzo[f]quinolin-3-one), C([O-])([O-])=O.[K+].[K+] (potassium carbonate), ClC=1SC2=C(N1)C(=CC=C2)C (2-chloro-4-methylbenzothiazole), CN(C=O)C (dimethylformamide). Solvent: C(C)(=O)OCC (ethyl acetate). Yields the product CN1C(CC[C@@]2(C3=C(CC[C@@H]12)C=C(C=C3)SC=3SC1=C(N3)C(=CC=C1)C)C)=O ((+)-(4aR)-(10bR)-4-methyl-8-(4-methyl-2-benzothiazolylthio)-10b-methyl-1,2,3,4,4a,5,6,10b-octahydrobenzo[f]quinolin-3-one). Isolated yield 42.5%. RXN SMILES: [CH3:1][N:2]1[C@H:11]2[C@@:6]([CH3:17])([C:7]3[CH:15]=[CH:14][C:13]([SH:16])=[CH:12][C:8]=3[CH2:9][CH2:10]2)[CH2:5][CH2:4][C:3]1=[O:18].C(=O)([O-])[O-].[K+].[K+].Cl[C:26]1[S:27][C:28]2[CH:34]=[CH:33][CH:32]=[C:31]([CH3:35])[C:29]=2[N:30]=1.CN(C)C=O>C(OCC)(=O)C>[CH3:1][N:2]1[C@H:11]2[C@@:6]([CH3:17])([C:7]3[CH:15]=[CH:14][C:13]([S:16][C:26]4[S:27][C:28]5[CH:34]=[CH:33][CH:32]=[C:31]([CH3:35])[C:29]=5[N:30]=4)=[CH:12][C:8]=3[CH2:9][CH2:10]2)[CH2:5][CH2:4][C:3]1=[O:18] |f:1.2.3|. Procedure details: A 15 mL round bottom flask was charged with (+)-(4aR)-(10bR)-4-methyl-8-mercapto-10b-methyl-1,2,3,4,4a,-5,6,10b-octahydrobenzo[f]quinolin-3-one (100 mg, 0.38 mmol), potassium carbonate (158 mg, 1.14 mmol), 2-chloro-4-methylbenzothiazole (84 mg, 0.46 mmol) and 1 mL of anhydrous dimethylformamide, fitted with a reflux condenser, and the stirred mixture was heated at 60°, under nitrogen, for 18 h. The mixture was cooled, diluted with ethyl acetate (75 mL) and washed with brine (2×25 mL). The combin... The reactants are [Br-], CC(C)(C)OC(=O)N1CCN(c2ccc(C=O)c([N+](=O)[O-])c2)CC1, O=C([O-])[O-], CO, [K+], [K+], O, c1ccc([P+](Cc2n[nH]c3ccccc23)(c2ccccc2)c2ccccc2)cc1. Product: CC(C)(C)OC(=O)N1CCN(c2ccc(C=Cc3n[nH]c4ccccc34)c([N+](=O)[O-])c2)CC1. RXN SMILES: [Br-:25].[C:1]([CH3:2])([CH3:3])([CH3:4])[O:5][C:6](=[O:7])[N:8]1[CH2:9][CH2:10][N:11]([c:14]2[cH:15][c:16]([N+:22](=[O:23])[O-:24])[c:17]([CH:20]=[O:21])[cH:18][cH:19]2)[CH2:12][CH2:13]1.[C:55](=[O:56])([O-:57])[O-:58].[CH3:62][OH:63].[K+:59].[K+:60].[OH2:61].[nH:26]1[n:27][c:28]([CH2:35][P+:36]([c:37]2[cH:38][cH:39][cH:40][cH:41][cH:42]2)([c:43]2[cH:44][cH:45][cH:46][cH:47][cH:48]2)[c:49]2[cH:50][cH:51][cH:52][cH:53][cH:54]2)[c:29]2[cH:30][cH:31][cH:32][cH:33][c:34]12>>[C:1]([CH3:2])([CH3:3])([CH3:4])[O:5][C:6](=[O:7])[N:8]1[CH2:9][CH2:10][N:11]([c:14]2[cH:15][c:16]([N+:22](=[O:23])[O-:24])[c:17]([CH:20]=[CH:35][c:28]3[n:27][nH:26][c:34]4[c:29]3[cH:30][cH:31][cH:32][cH:33]4)[cH:18][cH:19]2)[CH2:12][CH2:13]1. Starting materials: N1CCCCC1 (piperidine), C(=O)(C(F)(F)F)O (TFA), N1N=NC(=C1)C=O (triazole aldehyde). Run in CC(C)O.O (IPA water). Reaction conditions: temperature 22.5 celsius. The product is CN(C)CC1=NNN=C1C=O (4-N,N-Dimethylaminomethyl-5-formyl-1,2,3-triazole). As a reaction SMILES: [NH:1]1[CH2:6]CCC[CH2:2]1.[C:7](O)(C(F)(F)F)=O.[NH:14]1[CH:18]=[C:17]([CH:19]=[O:20])[N:16]=[N:15]1>CC(O)C.O>[CH3:2][N:1]([CH2:6][C:18]1[C:17]([CH:19]=[O:20])=[N:16][NH:15][N:14]=1)[CH3:7] |f:3.4|. Procedure: The piperidine adduct (62.1 g, 87 wt %, 54.0 g assay, 0.117 mol) was slurried in IPA/water (98:2, 365 mL). TFA (26.7 g, 18.0 mL, 0.234 mol) was added over 10 minutes maintaining the temperature at 20-25° C. The triazole aldehyde was liberated during the pH adjustment. The product crystallized from the reaction mixture. The reactants are COC1=CC=C(C=C1)C(NCCCC1=CC=CC=C1)C1=CC(=CC=C1)[N+](=O)[O-] (N-[(4-methoxyphenyl)-(3-nitrophenyl)methyl]-N-(3-phenylpropyl)amine), [BH4-].[Na+] (sodium borohydride). Reagents/catalysts: O.O.O.O.O.O.[Ni](Cl)Cl (nickel chloride hexahydrate). Solvent: CO (methanol). Product: COC1=CC=C(C=C1)C(C=1C=C(C=CC1)N)NCCCC1=CC=CC=C1 (3-[(4-Methoxyphenyl)-(3-phenylpropylamino)methyl]phenylamine). The yield is 78.7%. RXN SMILES: [CH3:1][O:2][C:3]1[CH:8]=[CH:7][C:6]([CH:9]([C:20]2[CH:25]=[CH:24][CH:23]=[C:22]([N+:26]([O-])=O)[CH:21]=2)[NH:10][CH2:11][CH2:12][CH2:13][C:14]2[CH:19]=[CH:18][CH:17]=[CH:16][CH:15]=2)=[CH:5][CH:4]=1.[BH4-].[Na+]>CO.O.O.O.O.O.O.[Ni](Cl)Cl>[CH3:1][O:2][C:3]1[CH:4]=[CH:5][C:6]([CH:9]([NH:10][CH2:11][CH2:12][CH2:13][C:14]2[CH:15]=[CH:16][CH:17]=[CH:18][CH:19]=2)[C:20]2[CH:21]=[C:22]([NH2:26])[CH:23]=[CH:24][CH:25]=2)=[CH:7][CH:8]=1 |f:1.2,4.5.6.7.8.9.10|. Procedure details: In a similar manner to that described in Example (1b), a solution of N-[(4-methoxyphenyl)-(3-nitrophenyl)methyl]-N-(3-phenylpropyl)amine (2.79 g) [prepared as described in step (a) above] in methanol (60 ml), nickel chloride hexahydrate (3.52 g) and sodium borohydride (1.12 g) were reacted, to afford the title compound (2.02 g) as a pale yellow oil. The reactants are [N+](=O)(O)[O-].[N+](=O)([O-])C1=CC2=C(CCNCC2)C=C1 (7-Nitro-2,3,4,5-tetrahydro-1H-benzo[d]azepine nitrate salt), C([O-])([O-])=O.[K+].[K+] (Potassium carbonate), ICC (iodoethane). Solvent: CC(=O)C (acetone). Conditions: time 2 hour. Product: C(C)N1CCC2=C(CC1)C=C(C=C2)[N+](=O)[O-] (3-Ethyl-7-nitro-2,3,4,5-tetrahydro-1H-benzo[d]azepine). Reaction SMILES: [N+]([O-])(O)=O.[N+:5]([C:8]1[CH:18]=[CH:17][C:11]2[CH2:12][CH2:13][NH:14][CH2:15][CH2:16][C:10]=2[CH:9]=1)([O-:7])=[O:6].C(=O)([O-])[O-].[K+].[K+].I[CH2:26][CH3:27]>CC(C)=O>[CH2:26]([N:14]1[CH2:15][CH2:16][C:10]2[CH:9]=[C:8]([N+:5]([O-:7])=[O:6])[CH:18]=[CH:17][C:11]=2[CH2:12][CH2:13]1)[CH3:27] |f:0.1,2.3.4|. Procedure: 7-Nitro-2,3,4,5-tetrahydro-1H-benzo[d]azepine nitrate salt (1.03 g/4 mmol) was suspended in acetone (10 mL). Potassium carbonate and iodoethane were added sequentially and the suspension was heated to reflux with vigorous stirring for 2 hours. The mixture was then filtered through a pad of celite (rinsing with acetone) and the filtrate concentrated onto silica gel. 3-Ethyl-7-nitro-2,3,4,5-tetrahydro-1H-benzo[d]azepine was isolated by column chromatography on silica gel (eluting with 0→10% methan... The reactants are ClC=1N=NC(=CC1)C (3-Chloro-6-methyl-pyridazine), C1CC(=O)N(C1=O)Br (NBS). Run in C(Cl)(Cl)(Cl)Cl (CCl4). The product is BrCC=1N=NC(=CC1)Cl (3-Bromomethyl-6-chloro-pyridazine). Yield: 26.5%. Reaction SMILES: [Cl:1][C:2]1[N:3]=[N:4][C:5]([CH3:8])=[CH:6][CH:7]=1.C1C(=O)N([Br:16])C(=O)C1>C(Cl)(Cl)(Cl)Cl>[Br:16][CH2:8][C:5]1[N:4]=[N:3][C:2]([Cl:1])=[CH:7][CH:6]=1. Procedure: A solution of 3-Chloro-6-methyl-pyridazine 10A (5.12 g, 40 mmol) and NBS (8.90 g, 50 mmol) in CCl4 (300 mL) was refluxed under light (200 w) for 4 hours. The reaction mixture was cooled to room temperature and filtered. The solid residue was washed thoroughly with Cl4C and filtered. The filtrates was combined, concentrated to small volume and loaded on to a silica gel column. The column was eluted with 50% hexane/ethyl acetate to give 2.2 g of desired product (10B) which was dried in vacuum and ... Reactants: ClC=1C=C(C(=NC1)OC)C1=CC=C(C=C1)[C@@H](C)N ((R)-1-[4-(5-chloro-2-methoxypyridin-3-yl)-phenyl]ethylamine), ClC=1C=CC(=C(C1)B(O)O)OC (5-chloro-2-methoxyphenylboronic acid), FC=1C=C(C=CC1F)S(=O)(=O)Cl (3,4-difluorobenzenesulfonyl chloride), (R)-1-Methyl-3-trifluoromethyl-1H-pyrazole-4-sulfonic acid 1-{[4-(5-chloro-2-methoxypyridin-3-yl)-phenyl]-ethyl}-amide, BrC1=CC=C(C=C1)[C@@H](C)NC(O)=O ((R)-[1-(4-bromophenyl)-ethyl]-carbamic acid), ClC=1C=CC(=C(C1)C1=CC=C(C=C1)[C@@H](C)N)OC ((R)-1-(5′-chloro-2′-methoxy-biphenyl-4-yl)-ethylamine). The product is ClC=1C=CC(=C(C1)C1=CC=C(C=C1)[C@@H](C)N)OC ((R)-1-(5′-Chloro-2′-methoxy-biphenyl-4-yl)-ethylamine), ClC=1C=CC(=C(C1)C1=CC=C(C=C1)[C@@H](C)NS(=O)(=O)C1=CC(=C(C=C1)F)F)OC ((R)-3,4-Difluorobenzenesulfonic acid [1-(5′-chloro-2′-methoxy-biphenyl-4-yl)-ethyl]-amide). As a reaction SMILES: ClC1C=C(C2C=CC([C@H](N)C)=CC=2)C(OC)=NC=1.BrC1C=CC([C@H](NC(=O)O)C)=CC=1.ClC1C=CC(OC)=C(B(O)O)C=1.[Cl:44][C:45]1[CH:46]=[CH:47][C:48]([O:60][CH3:61])=[C:49]([C:51]2[CH:56]=[CH:55][C:54]([C@H:57]([NH2:59])[CH3:58])=[CH:53][CH:52]=2)[CH:50]=1.[F:62][C:63]1[CH:64]=[C:65]([S:70](Cl)(=[O:72])=[O:71])[CH:66]=[CH:67][C:68]=1[F:69]>>[Cl:44][C:45]1[CH:46]=[CH:47][C:48]([O:60][CH3:61])=[C:49]([C:51]2[CH:56]=[CH:55][C:54]([C@H:57]([NH2:59])[CH3:58])=[CH:53][CH:52]=2)[CH:50]=1.[Cl:44][C:45]1[CH:46]=[CH:47][C:48]([O:60][CH3:61])=[C:49]([C:51]2[CH:56]=[CH:55][C:54]([C@H:57]([NH:59][S:70]([C:65]3[CH:66]=[CH:67][C:68]([F:69])=[C:63]([F:62])[CH:64]=3)(=[O:72])=[O:71])[CH3:58])=[CH:53][CH:52]=2)[CH:50]=1. Procedure: (R)-1-(5′-Chloro-2′-methoxy-biphenyl-4-yl)-ethylamine was prepared in a similar manner to (R)-1-[4-(5-chloro-2-methoxypyridin-3-yl)-phenyl]ethylamine (Example 39) starting from (R)-[1-(4-bromophenyl)-ethyl]-carbamic acid and 5-chloro-2-methoxyphenylboronic acid. The title compound was prepared in a similar manner to (R)-1-Methyl-3-trifluoromethyl-1H-pyrazole-4-sulfonic acid 1-{[4-(5-chloro-2-methoxypyridin-3-yl)-phenyl]-ethyl}-amide (Example 39) using (R)-1-(5′-chloro-2′-methoxy-biphenyl-4-yl)-e... The reactants are CCO, COC(=O)c1ccc(NC(c2oc3ccc(F)cc3c2C)C2CCCCC2)nc1, [Na+], C1CCOC1, [OH-]. Product: Cc1c(C(Nc2ccc(C(=O)O)cn2)C2CCCCC2)oc2ccc(F)cc12. RXN SMILES: [CH3:30][CH2:31][OH:32].[CH:1]1([CH:7]([c:8]2[o:9][c:10]3[c:11]([c:12]2[CH3:13])[cH:14][c:15]([F:18])[cH:16][cH:17]3)[NH:19][c:20]2[cH:21][cH:22][c:23]([C:26](=[O:27])[O:28][CH3:29])[cH:24][n:25]2)[CH2:2][CH2:3][CH2:4][CH2:5][CH2:6]1.[Na+:34].[O:35]1[CH2:36][CH2:37][CH2:38][CH2:39]1.[OH-:33]>>[CH:1]1([CH:7]([c:8]2[o:9][c:10]3[c:11]([c:12]2[CH3:13])[cH:14][c:15]([F:18])[cH:16][cH:17]3)[NH:19][c:20]2[cH:21][cH:22][c:23]([C:26](=[O:27])[OH:28])[cH:24][n:25]2)[CH2:2][CH2:3][CH2:4][CH2:5][CH2:6]1. Reactants: NC1=C(C(=O)O)C=CC=N1 (2-Amino-nicotinic acid), ClCC(=O)O (2-chloroacetic acid), C([O-])([O-])=O.[Na+].[Na+] (sodium carbonate). The product is C(=O)(O)CNC1=C(C(=O)O)C=CC=N1 (2-(Carboxymethyl-amino)-nicotinic acid). As a reaction SMILES: [NH2:1][C:2]1[N:10]=[CH:9][CH:8]=[CH:7][C:3]=1[C:4]([OH:6])=[O:5].Cl[CH2:12][C:13]([OH:15])=[O:14].C(=O)([O-])[O-].[Na+].[Na+]>>[C:13]([CH2:12][NH:1][C:2]1[N:10]=[CH:9][CH:8]=[CH:7][C:3]=1[C:4]([OH:6])=[O:5])([OH:15])=[O:14] |f:2.3.4|. Procedure: 2-(Carboxymethyl-amino)-nicotinic acid 501 is prepared by reacting commercially available 2-Amino-nicotinic acid 500 with 2-chloroacetic acid in the presence of base (e.g. sodium carbonate) typically at room temperature for 1-4 hours followed by purification and isolation by conventional means (e.g. acid base extraction and recrystallization).